Dataset: the Open Reaction Database (ORD), a public repository of structured organic reaction records. Task: describe an organic reaction: reactants, conditions, products, and yield Reported procedure: Under argon, Pd(dppf) (3.04 g, 4 mmol) is added to a solution of 2-chloro-6-methoxy-isonicotinic acid methyl ester (50 g, 0.248 mol) in THF (100 mL). A 0.5 M solution of 3-pentylzincbromide in THF (550 mL) is added via dropping funnel. Upon complete addition, the mixture is heated to 85° C. for 18 h before it is cooled to rt. Water (5 mL) is added and the mixture is concentrated. The crude product is purified by filtration over silica gel (350 g) using heptane:EA 7:3 to give 2-(1-ethyl-propyl)-6... The reactants are solution, [Br-].CCC(CC)[Zn+] (3-pentylzincbromide), O (Water), Pd(dppf), COC(C1=CC(=NC(=C1)OC)Cl)=O (2-chloro-6-methoxy-isonicotinic acid methyl ester). As a reaction SMILES: [CH3:1][O:2][C:3](=[O:13])[C:4]1[CH:9]=[C:8]([O:10][CH3:11])[N:7]=[C:6](Cl)[CH:5]=1.[Br-].[CH3:15][CH2:16][CH:17]([Zn+])[CH2:18][CH3:19].O>C1COCC1>[CH3:1][O:2][C:3](=[O:13])[C:4]1[CH:9]=[C:8]([O:10][CH3:11])[N:7]=[C:6]([CH:17]([CH2:18][CH3:19])[CH2:16][CH3:15])[CH:5]=1 |f:1.2|. The product is COC(C1=CC(=NC(=C1)OC)C(CC)CC)=O (2-(1-ethyl-propyl)-6-methoxy-isonicotinic acid methyl ester). Reaction conditions: temperature 85 celsius. Run in C1CCOC1 (THF), C1CCOC1 (THF). Reactants: CC(c1ccc(Br)cc1)C(Br)C(=O)N1C(=O)OCC1c1ccccc1, CN=C(N)[N+](C)(C)C, CC#N, [N-]=[N+]=[N-]. The product is CC(c1ccc(Br)cc1)C(N=[N+]=[N-])C(=O)N1C(=O)OCC1c1ccccc1. Reaction SMILES: [Br:1][CH:2]([C:3](=[O:4])[N:5]1[C:6](=[O:16])[O:7][CH2:8][CH:9]1[c:10]1[cH:11][cH:12][cH:13][cH:14][cH:15]1)[CH:17]([CH3:18])[c:19]1[cH:20][cH:21][c:22]([Br:25])[cH:23][cH:24]1.[CH3:29][N:30]=[C:31]([NH2:32])[N+:33]([CH3:34])([CH3:35])[CH3:36].[CH3:37][C:38]#[N:39].[N-:26]=[N+:27]=[N-:28]>>[CH:2]([C:3](=[O:4])[N:5]1[C:6](=[O:16])[O:7][CH2:8][CH:9]1[c:10]1[cH:11][cH:12][cH:13][cH:14][cH:15]1)([CH:17]([CH3:18])[c:19]1[cH:20][cH:21][c:22]([Br:25])[cH:23][cH:24]1)[N:26]=[N+:27]=[N-:28]. Starting materials: O=C(O)c1cnc(OCC2CC2)c(Br)c1, CCCCCCC, Cc1ccccc1, CN(C)C=O, OB(O)c1ccc(F)cc1, [Na+], [Na+], O=C([O-])[O-]. Product: O=C(O)c1cnc(OCC2CC2)c(-c2ccc(F)cc2)c1. Reaction SMILES: [Br:1][c:2]1[c:3]([O:11][CH2:12][CH:13]2[CH2:14][CH2:15]2)[n:4][cH:5][c:6]([C:7](=[O:8])[OH:9])[cH:10]1.[CH3:32][CH2:33][CH2:34][CH2:35][CH2:36][CH2:37][CH3:38].[CH3:39][c:40]1[cH:41][cH:42][cH:43][cH:44][cH:45]1.[CH3:46][N:47]([CH3:48])[CH:49]=[O:50].[F:16][c:17]1[cH:18][cH:19][c:20]([B:23]([OH:24])[OH:25])[cH:21][cH:22]1.[Na+:26].[Na+:27].[O-:28][C:29](=[O:30])[O-:31]>>[c:2]1(-[c:20]2[cH:19][cH:18][c:17]([F:16])[cH:22][cH:21]2)[c:3]([O:11][CH2:12][CH:13]2[CH2:14][CH2:15]2)[n:4][cH:5][c:6]([C:7](=[O:8])[OH:9])[cH:10]1. Reactants: O=CCNC(=O)C1=CC2=CC=CC=C2C=C1 (Naphthalene-2-carboxylic acid (2-oxo-ethyl)-amide), C(CC)NC1CC2=C(N=CS2)CC1 (propyl-(4,5,6,7-tetrahydro-benzothiazol-6-yl)-amine). Product: C(C)N(CCNC(=O)C1=CC2=CC=CC=C2C=C1)C1CC2=C(N=CS2)CC1 (Naphthalene-2-carboxylic acid {2-[ethyl-(4,5,6,7-tetrahydro-benzothiazol-6-yl)-amino]-ethyl}-amide). Yield: 34.0%. As a reaction SMILES: O=[CH:2][CH2:3][NH:4][C:5]([C:7]1[CH:16]=[CH:15][C:14]2[C:9](=[CH:10][CH:11]=[CH:12][CH:13]=2)[CH:8]=1)=[O:6].[CH2:17]([NH:20][CH:21]1[CH2:29][CH2:28][C:24]2[N:25]=[CH:26][S:27][C:23]=2[CH2:22]1)[CH2:18]C>>[CH2:17]([N:20]([CH:21]1[CH2:29][CH2:28][C:24]2[N:25]=[CH:26][S:27][C:23]=2[CH2:22]1)[CH2:2][CH2:3][NH:4][C:5]([C:7]1[CH:16]=[CH:15][C:14]2[C:9](=[CH:10][CH:11]=[CH:12][CH:13]=2)[CH:8]=1)=[O:6])[CH3:18]. Procedure: Compound 32 is prepared from 32B and 1C as described for 1. The salt of oxalic acid is crystallized from ethanol/diethylether. The reactants are Cl(=O)[O-].[Na+] (sodium chlorite), O.P(=O)(O)(O)[O-].[Na+] (sodium dihydrogen phosphate monohydrate), ClC=1N=C(NC1C=O)C1CC1 (4-chloro-2-cyclopropyl-1H-imidazole-5-carbaldehyde), CC(C)=CC (2-methyl-2-butene), solution. The solvent is O (water), C1CCOC1 (THF), C1CCOC1 (THF), C(C)(C)(C)O (tert-butanol). Reaction conditions: time 6 hour. Product: ClC=1N=C(NC1C(=O)O)C1CC1 (4-chloro-2-cyclopropyl-1H-imidazole-5-carboxylic acid). Isolated yield 95.5%. As a reaction SMILES: Cl([O-])=O.[Na+].[OH2:5].P([O-])(O)(O)=O.[Na+].[Cl:12][C:13]1[N:14]=[C:15]([CH:20]2[CH2:22][CH2:21]2)[NH:16][C:17]=1[CH:18]=[O:19].CC(=CC)C>O.C1COCC1.C(O)(C)(C)C>[Cl:12][C:13]1[N:14]=[C:15]([CH:20]2[CH2:21][CH2:22]2)[NH:16][C:17]=1[C:18]([OH:5])=[O:19] |f:0.1,2.3.4|. Procedure: A solution of sodium chlorite (1.5 g, 16.6 mmol) and sodium dihydrogen phosphate monohydrate (1.3 g, 9.4 mmol) in water (3.7 mL) was added to a stirred solution of 4-chloro-2-cyclopropyl-1H-imidazole-5-carbaldehyde (0.282 g, 1.6 mmol), 2-methyl-2-butene (10 mL of a 2M solution in THF, 20.0 mmol), and tert-butanol (1.2 mL) in THF (5.0 mL). The reaction mixture was stirred at RT for 6 h. The aqueous phase was separated and extracted with EtOAc (4×10 mL). The combined extracts were dried (Na2SO4), ... The solvent is C(C)(=O)O (acetic acid), C(C)O (ethanol). Reported procedure: 3-Methoxy-2-methoxymethoxy-5-(2-oxo-oxazolidin-3-yl)benzaldehyde (0.5 g, 1.79 mmol) was dissolved in a solvent mixture of acetic acid (5 ml) and ethanol (5 ml) and 10% palladium carbon (0.05 g) was added thereto to perform catalytic reduction at 1 atm at 50° C. for 4 hours. The reaction mixture was cooled to room temperature and filtrated by cerite. The filtrate was concentrated under reduced pressure. The residue was dissolved in acetic acid (10 ml) and 10% palladium carbon (0.05 g) was added t... The product is COC=1C=C(C=C(C1OCOC)C)N1C(OCC1)=O (3-(3-methoxy-4-methoxymethoxy-5-methylphenyl)oxazolidin-2-one), crude product. Starting materials: COC=1C(=C(C=O)C=C(C1)N1C(OCC1)=O)OCOC (3-Methoxy-2-methoxymethoxy-5-(2-oxo-oxazolidin-3-yl)benzaldehyde). Reagents/catalysts: [C].[Pd] (palladium carbon). Reaction SMILES: [CH3:1][O:2][C:3]1[C:4]([O:17][CH2:18][O:19][CH3:20])=[C:5]([CH:8]=[C:9]([N:11]2[CH2:15][CH2:14][O:13][C:12]2=[O:16])[CH:10]=1)[CH:6]=O>C(O)(=O)C.C(O)C.[C].[Pd]>[CH3:1][O:2][C:3]1[CH:10]=[C:9]([N:11]2[CH2:15][CH2:14][O:13][C:12]2=[O:16])[CH:8]=[C:5]([CH3:6])[C:4]=1[O:17][CH2:18][O:19][CH3:20] |f:3.4|. Starting materials: CC(=O)O, COC(=O)c1ccc(COc2cc3c(cc2[N+](=O)[O-])CCC3)cc1F, [Fe], O. Yields the product COC(=O)c1ccc(COc2cc3c(cc2N)CCC3)cc1F. RXN SMILES: [CH3:26][C:27](=[O:28])[OH:29].[F:1][c:2]1[c:3]([C:4](=[O:5])[O:6][CH3:7])[cH:8][cH:9][c:10]([CH2:12][O:13][c:14]2[cH:15][c:16]3[c:20]([cH:21][c:22]2[N+:23]([O-:24])=[O:25])[CH2:19][CH2:18][CH2:17]3)[cH:11]1.[Fe:31].[OH2:30]>>[F:1][c:2]1[c:3]([C:4](=[O:5])[O:6][CH3:7])[cH:8][cH:9][c:10]([CH2:12][O:13][c:14]2[cH:15][c:16]3[c:20]([cH:21][c:22]2[NH2:23])[CH2:19][CH2:18][CH2:17]3)[cH:11]1. As a reaction SMILES: [CH2:61]1[O:62][CH2:63][CH2:64][CH2:65]1.[CH3:2][CH2:3][CH2:4][CH2:5][N+:6]([CH2:7][CH2:8][CH2:9][CH3:10])([CH2:11][CH2:12][CH2:13][CH3:14])[CH2:15][CH2:16][CH2:17][CH3:18].[CH3:66][CH2:67][O:68][C:69]([CH3:70])=[O:71].[CH:19]1([c:25]2[c:26](-[c:41]3[c:42]([CH2:49][O:50][Si:51]([CH:52]([CH3:53])[CH3:54])([CH:55]([CH3:56])[CH3:57])[CH:58]([CH3:59])[CH3:60])[cH:43][c:44]([O:47][CH3:48])[cH:45][cH:46]3)[n:27]([CH2:38][C:39]#[CH:40])[c:28]3[cH:29][c:30]([C:34](=[O:35])[O:36][CH3:37])[cH:31][cH:32][c:33]23)[CH2:20][CH2:21][CH2:22][CH2:23][CH2:24]1.[F-:1]>>[CH:19]1([c:25]2[c:26](-[c:41]3[c:42]([CH2:49][OH:50])[cH:43][c:44]([O:47][CH3:48])[cH:45][cH:46]3)[n:27]([CH2:38][C:39]#[CH:40])[c:28]3[cH:29][c:30]([C:34](=[O:35])[O:36][CH3:37])[cH:31][cH:32][c:33]23)[CH2:20][CH2:21][CH2:22][CH2:23][CH2:24]1. Starting materials: C1CCOC1, CCCC[N+](CCCC)(CCCC)CCCC, CCOC(C)=O, C#CCn1c(-c2ccc(OC)cc2CO[Si](C(C)C)(C(C)C)C(C)C)c(C2CCCCC2)c2ccc(C(=O)OC)cc21, [F-]. Product: C#CCn1c(-c2ccc(OC)cc2CO)c(C2CCCCC2)c2ccc(C(=O)OC)cc21. The reactants are C(C)(=O)OC1=CC(=C(NC(C2=CC=CC=C2)=O)C=C1)CCC1N(CCCC1)C (4'-Acetoxy-2'-[2-(1-methyl-2-piperidyl)-ethyl]benzanilide), Cl (hydrochloric acid), [OH-].[Na+] (sodium hydroxide). Yields the product OC1=CC=C(C(=O)NC2=C(C=CC=C2)CCC2N(CCCC2)C)C=C1 (4-hydroxy-2'-[2-(1-methyl-2-piperidyl)ethyl]benzanilide). Reaction SMILES: C(O[C:5]1[CH:19]=[CH:18][C:8]([NH:9][C:10](=[O:17])[C:11]2[CH:16]=[CH:15][CH:14]=[CH:13][CH:12]=2)=[C:7]([CH2:20][CH2:21][CH:22]2[CH2:27][CH2:26][CH2:25][CH2:24][N:23]2[CH3:28])[CH:6]=1)(=O)C.Cl.[OH-:30].[Na+]>>[OH:30][C:14]1[CH:15]=[CH:16][C:11]([C:10]([NH:9][C:8]2[CH:18]=[CH:19][CH:5]=[CH:6][C:7]=2[CH2:20][CH2:21][CH:22]2[CH2:27][CH2:26][CH2:25][CH2:24][N:23]2[CH3:28])=[O:17])=[CH:12][CH:13]=1 |f:2.3|. Reported procedure: 4'-Acetoxy-2'-[2-(1-methyl-2-piperidyl)-ethyl]benzanilide suspended in 1N sodium hydroxide is stirred until solution takes place. The pH of the aqueous solution is adjusted to 9 with 6N hydrochloric acid and an oil precipitates which is extracted with ethyl acetate. The product isolated by removal of the ethyl acetate solvent is crystallized from ethanol to provide analytically pure 4-hydroxy-2'-[2-(1-methyl-2-piperidyl)ethyl]benzanilide, m.p. 178.5°-182.5° C. (corr.).